This data is from the Open Reaction Database (ORD), a public repository of structured organic reaction records. The task is: describe an organic reaction: reactants, conditions, products, and yield Reaction conditions: time 1 hour. Procedure details: A mixture of ethyl 5-amino-α,α-dimethyl-1,2-benzisothiazole-3-acetate (0.546 g, 2.06 mmol) and 2-dimethylamino-4-(trifluoromethyl)-6H-1,3-oxazin-6-one (0.430 g, 2.06 mmol) in acetic acid is refluxed for 4.5 hours, concentrated in vacuo, and diluted with saturated sodium hydrogen carbonate solution. The resultant aqueous mixture is extracted with methylene chloride. The combined organic extracts are washed with water, dried over anhydrous sodium sulfate, and concentrated in vacuo to obtain a brow... Yields the product CN1C(N(C(C=C1C(F)(F)F)=O)C=1C=CC2=C(C(=NS2)C(C(=O)OCC)(C)C)C1)=O (Ethyl 5-[3,6-dihydro-3-methyl-2,6-dioxo-4-(trifluoromethyl)-1(2H)-pyrimidinyl]-α,α-dimethyl-1,2-benzisothiazole-3-acetate). Solvent: C(C)(=O)O (acetic acid), CN(C=O)C (N,N-dimethylformamide), C(Cl)Cl (methylene chloride), C(C)(=O)OCC (ethyl acetate). Starting materials: NC=1C=CC2=C(C(=NS2)C(C(=O)OCC)(C)C)C1 (ethyl 5-amino-α,α-dimethyl-1,2-benzisothiazole-3-acetate), CN(C=1OC(C=C(N1)C(F)(F)F)=O)C (2-dimethylamino-4-(trifluoromethyl)-6H-1,3-oxazin-6-one), C([O-])([O-])=O.[K+].[K+] (potassium carbonate), IC (iodomethane), ice water, Cl (hydrochloric acid). Reaction SMILES: [NH2:1][C:2]1[CH:3]=[CH:4][C:5]2[S:9][N:8]=[C:7]([C:10]([CH3:17])([CH3:16])[C:11]([O:13][CH2:14][CH3:15])=[O:12])[C:6]=2[CH:18]=1.CN(C)[C:21]1[O:22][C:23](=[O:31])[CH:24]=[C:25]([C:27]([F:30])([F:29])[F:28])[N:26]=1.[C:33](=O)([O-])[O-].[K+].[K+].IC.Cl>C(O)(=O)C.CN(C)C=O.C(Cl)Cl.C(OCC)(=O)C>[CH3:33][N:26]1[C:25]([C:27]([F:30])([F:29])[F:28])=[CH:24][C:23](=[O:31])[N:1]([C:2]2[CH:3]=[CH:4][C:5]3[S:9][N:8]=[C:7]([C:10]([CH3:17])([CH3:16])[C:11]([O:13][CH2:14][CH3:15])=[O:12])[C:6]=3[CH:18]=2)[C:21]1=[O:22] |f:2.3.4|. Starting materials: [Li]CCCC, C=CCC1C(C(C)(C)O)C(=O)N1C(C(=O)OC)=C(C)C, CN(C)P(=O)(N(C)C)N(C)C, COS(=O)(=O)OC, CC(=O)O, C1CCOC1. Product: C=CCC1C(C(C)(C)OC)C(=O)N1C(C(=O)OC)=C(C)C. Reaction SMILES: [CH2:21]([Li:22])[CH2:23][CH2:24][CH3:25].[CH3:1][O:2][C:3]([C:4](=[C:5]([CH3:6])[CH3:7])[N:8]1[C:9](=[O:19])[CH:10]([C:15]([CH3:16])([CH3:17])[OH:18])[CH:11]1[CH2:12][CH:13]=[CH2:14])=[O:20].[CH3:26][N:27]([CH3:28])[P:29](=[O:30])([N:31]([CH3:32])[CH3:33])[N:34]([CH3:35])[CH3:36].[CH3:37][O:38][S:39]([O:40][CH3:41])(=[O:42])=[O:43].[CH3:49][C:50](=[O:51])[OH:52].[O:44]1[CH2:45][CH2:46][CH2:47][CH2:48]1>>[CH3:1][O:2][C:3]([C:4](=[C:5]([CH3:6])[CH3:7])[N:8]1[C:9](=[O:19])[CH:10]([C:15]([CH3:16])([CH3:17])[O:18][CH3:21])[CH:11]1[CH2:12][CH:13]=[CH2:14])=[O:20]. Reactants: BrC=1C=C(C(=O)O)C=CC1O (3-bromo-4-hydroxybenzoic acid), S(O)(O)(=O)=O (sulfuric acid), CO (MeOH). Run at temperature 80 celsius, time 16.5 hour. Yields the product BrC=1C=C(C(=O)OC)C=CC1O (Methyl 3-bromo-4-hydroxybenzoate). Yield: 100.0%. Reaction SMILES: [Br:1][C:2]1[CH:3]=[C:4]([CH:8]=[CH:9][C:10]=1[OH:11])[C:5]([OH:7])=[O:6].S(=O)(=O)(O)O.[CH3:17]O>>[Br:1][C:2]1[CH:3]=[C:4]([CH:8]=[CH:9][C:10]=1[OH:11])[C:5]([O:7][CH3:17])=[O:6]. Reported procedure: To a stirred solution of 3-bromo-4-hydroxybenzoic acid (available from Alfa Aesar, Avocado, Lancaster) (50.0 g, 231 mmol) in MeOH (300 mL) was added a cold solution of sulfuric acid (2.50 mL, 47 mmol). The mixture was heated to 80° C. and monitored by TLC. After 16.5 hours, the solvent was removed and the reaction mixture was diluted with EtOAc. The organic phase was washed carefully two times with saturated aqueous NaHCO3, once with brine, and then dried over anhydrous sodium sulfate. After fil... The reactants are BrC1=C(C=CC(=C1C)[N+](=O)[O-])SC (2-bromo-4-nitro-methylthioanisole), [BH4-].[Na+] (Sodium borohydride). Reagents/catalysts: C(C)(=O)[O-].[Cu+2].C(C)(=O)[O-] (copper(11) acetate). The solvent is CO (MeOH), CCOCC (Et2O), CO (MeOH). The product is BrC1=C(C=CC(=C1C)N)SC (2-bromo-4-amino-methylthioanisole). Yield: 92.1%. RXN SMILES: [Br:1][C:2]1[C:7]([CH3:8])=[C:6]([N+:9]([O-])=O)[CH:5]=[CH:4][C:3]=1[S:12][CH3:13].[BH4-].[Na+]>CO.CCOCC.C([O-])(=O)C.[Cu+2].C([O-])(=O)C>[Br:1][C:2]1[C:7]([CH3:8])=[C:6]([NH2:9])[CH:5]=[CH:4][C:3]=1[S:12][CH3:13] |f:1.2,5.6.7|. Reported procedure: To a solution of 2-bromo-4-nitro-methylthioanisole (450 mg, 1.81 mmol) in 45 mL of MeOH was added a suspension of copper(11) acetate (85 mg, 0.47 mmol) in 9 mL of MeOH. Sodium borohydride (300 mg, 7.9 mmol) was added as a solid over 0.5 h. The reaction was diluted with Et2O, washed with NaHCO3, dried with Na2SO4, filtered, and conc. to give 387 mg of the title compound. MS:m/e=218 (M+1) 1H NMR (400 Mhz, CDCl3): δ 2.35 (s, 3H), 6.62 (dd, 1H), 6.94 (d, 1H), 7.08 (d, 1H) Procedure: 3-{2-[(1-Cyclopropylmethyl-6-methyl-1H-indole-3-carbonyl)-amino]-thiazol-5-ylsulfanyl}-propionic acid ethyl ester was hydrolysed according to the procedure given in the procedure for the synthesis of {2-[(1-cyclopropylmethyl-6-fluoro-1H-indole-3-carbonyl)-amino]-thiazol-4-ylsulfanyl}-acetic acid RXN SMILES: C(OC(=O)CCSC1SC(NC([C:16]2[C:24]3[C:19](=[CH:20][C:21](C)=[CH:22][CH:23]=3)[N:18](CC3CC3)[CH:17]=2)=O)=NC=1)C.C1(CN2C3C(=CC=C(F)C=3)C(C(NC3SC=C(SCC(O)=O)N=3)=O)=C2)CC1>>[NH:18]1[C:19]2[C:24](=[CH:23][CH:22]=[CH:21][CH:20]=2)[CH:16]=[CH:17]1. Starting materials: C(C)OC(CCSC1=CN=C(S1)NC(=O)C1=CN(C2=CC(=CC=C12)C)CC1CC1)=O (3-{2-[(1-Cyclopropylmethyl-6-methyl-1H-indole-3-carbonyl)-amino]-thiazol-5-ylsulfanyl}-propionic acid ethyl ester), C1(CC1)CN1C=C(C2=CC=C(C=C12)F)C(=O)NC=1SC=C(N1)SCC(=O)O ({2-[(1-cyclopropylmethyl-6-fluoro-1H-indole-3-carbonyl)-amino]-thiazol-4-ylsulfanyl}-acetic acid). Product: N1C=CC2=CC=CC=C12 (Indole). Starting materials: Cl.CN1CC2C3(C1)C1=C(C(C4=C2C=CC=C4)C3)C=CC=C1 (2-methyl-2,3,8,12b-tetrahydro-1H-3a,8-methanodibenzo[3,4:6,7]cyclohepta[1,2-c]pyrrole hydrochloride), [N+](=O)([O-])[O-].[K+] (potassium nitrate). Run in F (hydrofluoric acid). Product: Cl.[N+](=O)([O-])C1N(CC23C1C1=C(C(C4=C2C=CC=C4)C3)C=CC=C1)C (nitro-2-methyl-2,3,8,12b-tetrahydro-1H-3a,8-methanodibenzo[3,4:6,7]cyclohepta[1,2-c]pyrrole hydrochloride). Isolated yield 57.6%. As a reaction SMILES: [ClH:1].[CH3:2][N:3]1[CH2:7][C:6]23[CH2:17][CH:10]([C:11]4[CH:16]=[CH:15][CH:14]=[CH:13][C:12]=4[CH:5]2[CH2:4]1)[C:9]1[CH:18]=[CH:19][CH:20]=[CH:21][C:8]3=1.[N+:22]([O-])([O-:24])=[O:23].[K+]>F>[ClH:1].[N+:22]([CH:4]1[CH:5]2[C:12]3[CH:13]=[CH:14][CH:15]=[CH:16][C:11]=3[CH:10]3[CH2:17][C:6]2([C:8]2[CH:21]=[CH:20][CH:19]=[CH:18][C:9]3=2)[CH2:7][N:3]1[CH3:2])([O-:24])=[O:23] |f:0.1,2.3,5.6|. Reported procedure: To a solution of 1.5 g (5.06 mmoles) of 2-methyl-2,3,8,12b-tetrahydro-1H-3a,8-methanodibenzo[3,4:6,7]cyclohepta[1,2-c]pyrrole hydrochloride in 25 ml of anhydrous hydrofluoric acid cooled at -78° was added 562 mg (5.06 mmoles) of potassium nitrate. The reaction mixture was allowed to warm to room temperature and the hydrofluoric acid was evaporated under a stream of nitrogen. The residue was dissolved in methylene chloride, and the solution washed with 1N aqueous sodium hydroxide, with water, and... Run in O (water). As a reaction SMILES: [N+:1]([C:4]1[CH:9]=[C:8]([C:10]([F:13])([F:12])[F:11])[C:7](Cl)=[CH:6][C:5]=1[NH:15][CH:16]([P:18]([OH:21])(=[O:20])[OH:19])[CH3:17])([O-:3])=[O:2].[NH:22]1[CH:26]=[CH:25][N:24]=[CH:23]1.[CH2:27](OC(OCC)OCC)[CH3:28].[C:37]1(C)C=CC(S(O)(=O)=O)=C[CH:38]=1>O>[CH2:27]([O:19][P:18]([CH:16]([NH:15][C:5]1[CH:6]=[C:7]([C:23]2[NH:22][CH:26]=[CH:25][N:24]=2)[C:8]([C:10]([F:13])([F:12])[F:11])=[CH:9][C:4]=1[N+:1]([O-:3])=[O:2])[CH3:17])(=[O:20])[O:21][CH2:37][CH3:38])[CH3:28]. Procedure details: 1.67 g (5 mmol) of 1-[(2-nitro-4-trifluoromethyl-5-chloro-phenyl)amino]ethanephosphonic acid (according to example 8, A) is stirred together with 1.70 g of imidazole for 4 hours at 160° C. bath temperature. It is taken up in 100 ml of water and stirred twice with ion exchanger IR 120 (strong acid form, Amberlite, 20-50 mesh) and suctioned off. Then, it is evaporated to dryness in a rotary evaporator and the residue is heated with 24 ml of orthoformic acid triethyl ester and 156 mg (0.82 mmol) of... Product: C(C)OP(OCC)(=O)C(C)NC1=C(C=C(C(=C1)C=1NC=CN1)C(F)(F)F)[N+](=O)[O-] (1-[(2-nitro-4-trifluoromethyl-5-imidazolylphenyl)amino]ethanephosphonic acid diethyl ester). Isolated yield 17.0%. Reactants: [N+](=O)([O-])C1=C(C=C(C(=C1)C(F)(F)F)Cl)NC(C)P(O)(=O)O (1-[(2-nitro-4-trifluoromethyl-5-chloro-phenyl)amino]ethanephosphonic acid), N1C=NC=C1 (imidazole), C(C)OC(OCC)OCC (orthoformic acid triethyl ester), C1(=CC=C(C=C1)S(=O)(=O)O)C (p-toluene sulfonic acid).